Dataset: the Open Reaction Database (ORD), a public repository of structured organic reaction records. Task: describe an organic reaction: reactants, conditions, products, and yield Reactants: BrC=1SC(=NN1)C1=C(C=C(C=C1)C=CC(=O)OC(C)(C)C)C (tert-Butyl 3-(4-(2-Bromo-1,3,4-thiadiazol-5-yl)-3-methylphenyl)propenoate), C(#N)C=1C=C(C=CC1F)B(O)O (3-Cyano-4-fluorophenyl boronic acid), C([O-])([O-])=O.[Na+].[Na+] (sodium carbonate). Solvent: CN(C)C=O (DMF), O (water). Reaction conditions: temperature 80 celsius. Yields the product C(#N)C=1C=C(C=CC1F)N1CSC(=N1)C1=C(C=C(C=C1)C=CC(=O)OC(C)(C)C)C (tert-Butyl 3-(4-(3-(3-Cyano-4-fluorophenyl)-1,3,4-thiadiazol-5-yl)-3-methylphenyl)propenoate). Isolated yield 30.3%. Reaction SMILES: Br[C:2]1[S:3][C:4]([C:7]2[CH:12]=[CH:11][C:10]([CH:13]=[CH:14][C:15]([O:17][C:18]([CH3:21])([CH3:20])[CH3:19])=[O:16])=[CH:9][C:8]=2[CH3:22])=[N:5][N:6]=1.[C:23]([C:25]1[CH:26]=[C:27](B(O)O)[CH:28]=[CH:29][C:30]=1[F:31])#[N:24].C(=O)([O-])[O-].[Na+].[Na+]>CN(C=O)C.O>[C:23]([C:25]1[CH:26]=[C:27]([N:6]2[N:5]=[C:4]([C:7]3[CH:12]=[CH:11][C:10]([CH:13]=[CH:14][C:15]([O:17][C:18]([CH3:21])([CH3:20])[CH3:19])=[O:16])=[CH:9][C:8]=3[CH3:22])[S:3][CH2:2]2)[CH:28]=[CH:29][C:30]=1[F:31])#[N:24] |f:2.3.4|. Procedure: tert-Butyl 3-(4-(2-Bromo-1,3,4-thiadiazol-5-yl)-3-methylphenyl)propenoate (0.15 g, 0.39 mmol, from Step A), 3-cyano-4-fluorophenyl boronic acid (0.097 g, 0.59 mmol, from Step B) and sodium carbonate (0.21 g, 1.95 mmol) were dissolved in DMF (6 mL) and water (0.2 mL). The reaction mixture was degassed for 5 min with a balloon of argon after which tetrakis(triphenylphosphine) palladium (0.1 g) was added. The reaction was heated at 80° C. for 3 h. The reaction was diluted with water and extracted w... The reactants are C(C)(C)(C)C=1C=C(C(=C(C1)C(C)(C)C)C1=CC=C(C=C1)Cl)O (4,6-di-tert-butyl-4′-chlorobiphenyl-2-ol), OCNC(CCl)=O (N-hydroxymethyl-2-chloroacetamide), FC(C(=O)O)(F)F (trifluoroacetic acid). The solvent is C(Cl)Cl (CH2Cl2). Conditions: time 8 hour. Yields the product ClCC(=O)NCC=1C(=C(C(=CC1C(C)(C)C)C(C)(C)C)C1=CC=C(C=C1)Cl)O (2-chloro-N-[(4,6-di-tert-butyl-4′-chloro-2-hydroxybiphenyl-3-yl)methyl]acetamide). RXN SMILES: [C:1]([C:5]1[CH:6]=[C:7]([OH:22])[C:8]([C:15]2[CH:20]=[CH:19][C:18]([Cl:21])=[CH:17][CH:16]=2)=[C:9]([C:11]([CH3:14])([CH3:13])[CH3:12])[CH:10]=1)([CH3:4])([CH3:3])[CH3:2].O[CH2:24][NH:25][C:26](=[O:29])[CH2:27][Cl:28].FC(F)(F)C(O)=O>C(Cl)Cl>[Cl:28][CH2:27][C:26]([NH:25][CH2:24][C:6]1[C:7]([OH:22])=[C:8]([C:15]2[CH:16]=[CH:17][C:18]([Cl:21])=[CH:19][CH:20]=2)[C:9]([C:11]([CH3:14])([CH3:13])[CH3:12])=[CH:10][C:5]=1[C:1]([CH3:2])([CH3:3])[CH3:4])=[O:29]. Procedure details: To a solution of 3.0 g (9.5 mmol) of the product of Step B and 1.25 g (10.1 mmol) of N-hydroxymethyl-2-chloroacetamide in 20 mL CH2Cl2 was added 25 mL of trifluoroacetic acid. The reaction mixture was stirred under a nitrogen atmosphere overnight and then concentrated in vacuo. The residue was partitioned between EtOAc and excess saturated aqueous NaHCO3. The aqueous layer was separated and re-extracted with EtOAc. The organic layers were then combined, dried (Na2SO4), filtered and evaporated in... The reactants are CCN(C(=O)OC(C)(C)C)c1cccc(Br)c1, [Li]CCCC, C1CCOC1, O=S(=O)(Cl)Cl. The product is CCN(C(=O)OC(C)(C)C)c1cccc(S(=O)(=O)Cl)c1. As a reaction SMILES: [Br:1][c:2]1[cH:3][c:4]([N:5]([CH2:6][CH3:7])[C:8](=[O:9])[O:10][C:11]([CH3:12])([CH3:13])[CH3:14])[cH:15][cH:16][cH:17]1.[CH2:18]([Li:19])[CH2:20][CH2:21][CH3:22].[CH2:28]1[O:29][CH2:30][CH2:31][CH2:32]1.[S:23](=[O:24])(=[O:25])([Cl:26])[Cl:27]>>[c:2]1([S:23](=[O:24])(=[O:25])[Cl:26])[cH:3][c:4]([N:5]([CH2:6][CH3:7])[C:8](=[O:9])[O:10][C:11]([CH3:12])([CH3:13])[CH3:14])[cH:15][cH:16][cH:17]1. Starting materials: IC1=C(C=NC=C1)NCC(F)(F)F ((4-iodo-pyridin-3-yl)-(2,2,2-trifluoro-ethyl)-amine), CC1=C(C=CC=C1)B(O)O (2-methylphenylboronic acid). Run in CCCCCCC.CCOC(=O)C (n-heptane EtOAc). The product is C1(=C(C=CC=C1)C1=C(C=NC=C1)NCC(F)(F)F)C ((4-o-Tolyl-pyridin-3-yl)-(2,2,2-trifluoro-ethyl)-amine). RXN SMILES: I[C:2]1[CH:7]=[CH:6][N:5]=[CH:4][C:3]=1[NH:8][CH2:9][C:10]([F:13])([F:12])[F:11].[CH3:14][C:15]1[CH:20]=[CH:19][CH:18]=[CH:17][C:16]=1B(O)O>CCCCCCC.CCOC(C)=O>[C:15]1([CH3:14])[CH:20]=[CH:19][CH:18]=[CH:17][C:16]=1[C:2]1[CH:7]=[CH:6][N:5]=[CH:4][C:3]=1[NH:8][CH2:9][C:10]([F:13])([F:12])[F:11] |f:2.3|. Procedure: The title compound was prepared in analogy to example 72, from (4-iodo-pyridin-3-yl)-(2,2,2-trifluoro-ethyl)-amine and 2-methylphenylboronic acid (CAS RN 16419-60-6) and using a gradient of n-heptane:EtOAc (100:0 to 50:50) for the chromatographic purification. Light brown solid (91%). MS (ESI): m/z=267.11 [M+H]+. The product is BrC1=CC=C(C=C1)NC(C1=C(C=C(C=C1)C(F)(F)F)F)=NO (N1-(4-bromophenyl)-2-fluoro-4-(trifluoromethyl)-1-benzeneamidoxime). Isolated yield 94.3%. Procedure details: A mixture of N1-(4-bromophenyl)-2-fluoro-4-(trifluoromethyl)-1-benzenecarbothioamide (2.50 g, 0.00663 mol), hydroxylamine hydrochloride (0.65 g, 0.00928 mol) and sodium bicarbonate (0.78 g, 0.00928 mol) was heated in absolute ethanol (25 mL) at reflux under nitrogen atmosphere for 14 hours. The reaction mixture was cooled to ambient temperature, the solvent was removed under reduced pressure and the residue partitioned between saturated solution of sodium bicarbonate in water (50 mL) and ethyl a... The solvent is C(C)O (ethanol). As a reaction SMILES: [Br:1][C:2]1[CH:7]=[CH:6][C:5]([NH:8][C:9]([C:11]2[CH:16]=[CH:15][C:14]([C:17]([F:20])([F:19])[F:18])=[CH:13][C:12]=2[F:21])=S)=[CH:4][CH:3]=1.Cl.[NH2:23][OH:24].C(=O)(O)[O-].[Na+]>C(O)C>[Br:1][C:2]1[CH:7]=[CH:6][C:5]([NH:8][C:9](=[N:23][OH:24])[C:11]2[CH:16]=[CH:15][C:14]([C:17]([F:20])([F:19])[F:18])=[CH:13][C:12]=2[F:21])=[CH:4][CH:3]=1 |f:1.2,3.4|. Starting materials: BrC1=CC=C(C=C1)NC(=S)C1=C(C=C(C=C1)C(F)(F)F)F (N1-(4-bromophenyl)-2-fluoro-4-(trifluoromethyl)-1-benzenecarbothioamide), Cl.NO (hydroxylamine hydrochloride), C([O-])(O)=O.[Na+] (sodium bicarbonate). The reactants are IC1=NNC2=CC(=CC=C12)[C@@H]1C[C@@]12C(NC1=CC=CC=C21)=O ((1R*,2S*)-2-(3-iodo-1H-indazol-6-yl)spiro[cyclopropane-1,3′-indolin]-2′-one), IC1=NNC2=CC(=CC=C12)\C=C/1\C(N(C2=CC=CC=C12)C)=O ((E)-3-((3-iodo-1H-indazol-6-yl)methylene)-1-methylindolin-2-one). Product: IC1=NNC2=CC(=CC=C12)[C@@H]1C[C@@]12C(N(C1=CC=CC=C21)C)=O ((1R*,2S*)-2-(3-iodo-1H-indazol-6-yl)-1′-methylspiro[cyclopropane-1,3′-indolin]-2′-one). As a reaction SMILES: [I:1][C:2]1[C:10]2[C:5](=[CH:6][C:7]([C@H:11]3[C@@:13]4([C:21]5[C:16](=[CH:17][CH:18]=[CH:19][CH:20]=5)[NH:15][C:14]4=[O:22])[CH2:12]3)=[CH:8][CH:9]=2)[NH:4][N:3]=1.I[C:24]1C2C(=CC(/C=C3/C(=O)N(C)C4C/3=CC=CC=4)=CC=2)NN=1>>[I:1][C:2]1[C:10]2[C:5](=[CH:6][C:7]([C@H:11]3[C@@:13]4([C:21]5[C:16](=[CH:17][CH:18]=[CH:19][CH:20]=5)[N:15]([CH3:24])[C:14]4=[O:22])[CH2:12]3)=[CH:8][CH:9]=2)[NH:4][N:3]=1. Procedure: The title compound was synthesized according to the method of (1R*,2S*)-2-(3-iodo-1H-indazol-6-yl)spiro[cyclopropane-1,3′-indolin]-2′-one, except substituting (E)-3-((3-iodo-1H-indazol-6-yl)methylene)-1-methylindolin-2-one (545 mg, 1.36 mmol) to give the title compound as a 9:1 mixture of diastereomers (405 mg, 72%); MS ESI 416.0 [M+H]+, calcd for [C18H14IN3O+H]+ 416.03.